From a dataset of the Open Reaction Database (ORD), a public repository of structured organic reaction records. describe an organic reaction: reactants, conditions, products, and yield The reactants are NC1=NNC=N1 (3-amino-1,2,4-triazole), C(C)(C)(C)[N+]#[C-] (tert-butylisonitrile), N1=CC=C(C=C1)C=O (4-pyridinecarbaldehyde). Run in Cl(=O)(=O)(=O)O (perchloric acid). Yields the product C(C)(C)(C)NC1=C(N=C2N1NC=N2)C2=CC=NC=C2 (tert-Butyl-(5-pyridin-4-yl-imidazo[1,2-b][1,2,4]triazol-6-yl)amine). As a reaction SMILES: [NH2:1][C:2]1[N:6]=[CH:5][NH:4][N:3]=1.[C:7]([N+:11]#[C-:12])([CH3:10])([CH3:9])[CH3:8].[N:13]1[CH:18]=[CH:17][C:16]([CH:19]=O)=[CH:15][CH:14]=1>Cl(O)(=O)(=O)=O>[C:7]([NH:11][C:12]1[N:3]2[NH:4][CH:5]=[N:6][C:2]2=[N:1][C:19]=1[C:16]1[CH:17]=[CH:18][N:13]=[CH:14][CH:15]=1)([CH3:10])([CH3:9])[CH3:8]. Reported procedure: Compound 7 was prepared in accordance with the general synthesis instructions from 1.0 ml (0.1 mmol) 3-amino-1,2,4-triazole solution (0.1 M, MC), 0.575 ml (0.115 mmol) tert-butylisonitrile solution (0.2 M, MC), 0.500 ml (0.15 mmol) 4-pyridinecarbaldehyde solution (0.3 M, MC) and 10 μl perchloric acid (w=20%) in a substance library. The reactants are O=C1N(C(C2=CC=CC=C12)=O)[C@@H](CC=1C(=C(C(=O)OC(C)(C)C)C=CC1)OC)B1OC2(C3C(C(CC2O1)C3)(C)C)C (tert-butyl 3-((2R)-2-(1,3-dioxoisoindolin-2-yl)-2-(2,9,9-trimethyl-3,5-dioxa-4-bora-tricyclo[6.1.1.02,6]dec-4-yl)ethyl)-2-methoxybenzoate), NCCNC(OC(C)(C)C)=O (tert-butyl 2-aminoethylcarbamate). The solvent is CO (methanol). The product is C(C)(C)(C)OC(=O)NCCNC(=O)C1=C(C(=O)N[C@@H](CC=2C(=C(C(=O)OC(C)(C)C)C=CC2)OC)B2OC3(C4C(C(CC3O2)C4)(C)C)C)C=CC=C1 (tert-butyl 3-((2R)-2-(2-(2-(tert-butoxycarbonylamino)ethylcarbamoyl)benzamido)-2-(2,9,9-trimethyl-3,5-dioxa-4-bora-tricyclo[6.1.1.02,6]dec-4-yl)ethyl)-2-methoxybenzoate). Reaction SMILES: [O:1]=[C:2]1[C:10]2[C:5](=[CH:6][CH:7]=[CH:8][CH:9]=2)[C:4](=[O:11])[N:3]1[C@H:12]([B:29]1[O:37][CH:36]2[C:31]([CH3:41])([CH:32]3[CH2:38][CH:34]([CH2:35]2)[C:33]3([CH3:40])[CH3:39])[O:30]1)[CH2:13][C:14]1[C:15]([O:27][CH3:28])=[C:16]([CH:24]=[CH:25][CH:26]=1)[C:17]([O:19][C:20]([CH3:23])([CH3:22])[CH3:21])=[O:18].[NH2:42][CH2:43][CH2:44][NH:45][C:46](=[O:52])[O:47][C:48]([CH3:51])([CH3:50])[CH3:49]>CO>[C:48]([O:47][C:46]([NH:45][CH2:44][CH2:43][NH:42][C:2]([C:10]1[CH:9]=[CH:8][CH:7]=[CH:6][C:5]=1[C:4]([NH:3][C@H:12]([B:29]1[O:37][CH:36]2[C:31]([CH3:41])([CH:32]3[CH2:38][CH:34]([CH2:35]2)[C:33]3([CH3:39])[CH3:40])[O:30]1)[CH2:13][C:14]1[C:15]([O:27][CH3:28])=[C:16]([CH:24]=[CH:25][CH:26]=1)[C:17]([O:19][C:20]([CH3:23])([CH3:22])[CH3:21])=[O:18])=[O:11])=[O:1])=[O:52])([CH3:51])([CH3:50])[CH3:49]. Procedure details: To tert-butyl 3-((2R)-2-(1,3-dioxoisoindolin-2-yl)-2-(2,9,9-trimethyl-3,5-dioxa-4-bora-tricyclo[6.1.1.02,6]dec-4-yl)ethyl)-2-methoxybenzoate (100 mg from Step 1, Example 53) in 2 mL methanol was added tert-butyl 2-aminoethylcarbamate (1.1 eq). The resulting reaction mixture was stirred at reflux for 2 hr. Methanol was then removed under reduced pressure. The crude product was used in the next step without further purification. Starting materials: C(C)OC(=O)C=1C=NN(C1C(=O)O)C (4-(ethoxycarbonyl)-1-methyl-1H-pyrazole-5-carboxylic acid), Cl.Cl.CN1C(=NC(=C1)C1=CC=CC=C1)CCN (2-(1-Methyl-4-phenyl-1H-imidazol-2-yl)ethanamine dihydrochloride), solid. Yields the product CN1N=CC(=C1C(NCCC=1N(C=C(N1)C1=CC=CC=C1)C)=O)C(=O)OCC (Ethyl 1-methyl-5-(2-(1-methyl-4-phenyl-1H-imidazol-2-yl)ethylcarbamoyl)-1H-pyrazole-4-carboxylate). RXN SMILES: [CH2:1]([O:3][C:4]([C:6]1[CH:7]=[N:8][N:9]([CH3:14])[C:10]=1[C:11]([OH:13])=O)=[O:5])[CH3:2].Cl.Cl.[CH3:17][N:18]1[CH:22]=[C:21]([C:23]2[CH:28]=[CH:27][CH:26]=[CH:25][CH:24]=2)[N:20]=[C:19]1[CH2:29][CH2:30][NH2:31]>>[CH3:14][N:9]1[C:10]([C:11](=[O:13])[NH:31][CH2:30][CH2:29][C:19]2[N:18]([CH3:17])[CH:22]=[C:21]([C:23]3[CH:28]=[CH:27][CH:26]=[CH:25][CH:24]=3)[N:20]=2)=[C:6]([C:4]([O:3][CH2:1][CH3:2])=[O:5])[CH:7]=[N:8]1 |f:1.2.3|. Procedure details: The product was obtained starting from 4-(ethoxycarbonyl)-1-methyl-1H-pyrazole-5-carboxylic acid (200 mg, 1.01 mmol, prepared as described in US 2011/0071128) and 2-(1-methyl-4-phenyl-1H-imidazol-2-yl)ethanamine hydrochloride (288 mg, 1.21 mmol, example 7, step 4) according to the method described in example 37, step 1 as light yellow solid (252 mg, 661 μmol, 65.5%). Reactants: C(C)(CC)N1N=C2C(N=C(NC2=O)C=2C(=NC=C(C2)S(=O)(=O)N2CCN(CC2)CC)OCC)=C1CC (2-(sec-Butyl)-5-[2-ethoxy-5-(4-ethylpiperazin-1-ylsulphonyl)pyridin-3-yl]-3-ethyl-2,6-dihydro-7H-pyrazolo[4,3-d]pyrimidin-7-one), COCCO (2-methoxyethanol), C[Si](C)(C)[N-][Si](C)(C)C.[K+] (Potassium bis(trimethylsilyl)amide). Conditions: temperature 130 celsius, time 22 hour. The product is C(C)(CC)N1N=C2C(N=C(NC2=O)C=2C(=NC=C(C2)S(=O)(=O)N2CCN(CC2)CC)OCCOC)=C1CC (2-(sec-Butyl)-3-Ethyl-5-[5-(4-ethylpiperazin-1-ylsulphonyl)-2-(2-methoxyethoxy)pyridin-3-yl]-2,6-dihydro-7H-pyrazolo[4,3-d]pyrimidin-7-one). RXN SMILES: [CH:1]([N:5]1[C:34]([CH2:35][CH3:36])=[C:8]2[N:9]=[C:10]([C:14]3[C:15]([O:31][CH2:32][CH3:33])=[N:16][CH:17]=[C:18]([S:20]([N:23]4[CH2:28][CH2:27][N:26]([CH2:29][CH3:30])[CH2:25][CH2:24]4)(=[O:22])=[O:21])[CH:19]=3)[NH:11][C:12](=[O:13])[C:7]2=[N:6]1)([CH2:3][CH3:4])[CH3:2].C[Si]([N-][Si](C)(C)C)(C)C.[K+].[CH3:47][O:48]CCO>>[CH:1]([N:5]1[C:34]([CH2:35][CH3:36])=[C:8]2[N:9]=[C:10]([C:14]3[C:15]([O:31][CH2:32][CH2:33][O:48][CH3:47])=[N:16][CH:17]=[C:18]([S:20]([N:23]4[CH2:24][CH2:25][N:26]([CH2:29][CH3:30])[CH2:27][CH2:28]4)(=[O:21])=[O:22])[CH:19]=3)[NH:11][C:12](=[O:13])[C:7]2=[N:6]1)([CH2:3][CH3:4])[CH3:2] |f:1.2|. Procedure: A solution of the title compound from example 4 (129 mg, 0.25 mmol) in 2-methoxyethanol (10 ml) was heated at 110° C. for 15 minutes, then cooled. Potassium bis(trimethylsilyl)amide (249 mg, 1.50 mmol) was added and the reaction stirred at 130° C. for 22 hours. The cooled mixture was partitioned between ethyl acetate and aqueous sodium bicarbonate solution, and the layers separated. The organic phase was dried (MgSO4) and evaporated under reduced pressure. The residue was purified by column chro... RXN SMILES: CO[C:3]1[CH2:4][CH2:5][CH2:6][CH2:7][CH2:8][N:9]=1.[NH2:10][C:11]1[C:12]([C:18](O)=[O:19])=[N:13][CH:14]=[C:15]([Br:17])[CH:16]=1>CN(C=O)C.O>[Br:17][C:15]1[CH:14]=[N:13][C:12]2[C:18](=[O:19])[N:9]3[CH2:8][CH2:7][CH2:6][CH2:5][CH2:4][C:3]3=[N:10][C:11]=2[CH:16]=1. The product is BrC1=CC=2N=C3N(CCCCC3)C(C2N=C1)=O (3-bromo-7,8,9,10-tetrahydropyrido[3′,2′:4,5]pyrimido[1,2-a]azepin-12(6H)-one). Solvent: CN(C)C=O (DMF), O (H2O). Procedure: A solution of 7-methoxy-3,4,5,6-tetrahydro-2H-azepine (1.0 g, 8.8 mmol) and 3-amino-5-bromopicolinic acid (1.9 g, 8.8 mmol) in DMF (70 mL) was stirred at 130° C. for 48 h. The reaction mixture was diluted with H2O (300 mL) and extracted with DCM (3×300 mL). The combined organic layers were washed with saturated sodium carbonate and brine, dried over Na2SO4. After filtration and concentration, the residue was purified by silica gel chromatography to give the desired product. MS (ESI):294, 296 (MH... Starting materials: COC=1CCCCCN1 (7-methoxy-3,4,5,6-tetrahydro-2H-azepine), NC=1C(=NC=C(C1)Br)C(=O)O (3-amino-5-bromopicolinic acid). Reactants: [BH4-].[Na+] (Sodium borohydride), ClC=1C=C2N=CC(NC2=CC1)=O (6-chloro-1,2-dihydroquinoxalin-2-one), resultant solution. Solvent: C(C)O (ethanol). The product is ClC=1C=C2NCC(NC2=CC1)=O (6-Chloro-1,2,3,4-tetrahydroquinoxalin-2-one). RXN SMILES: [BH4-].[Na+].[Cl:3][C:4]1[CH:5]=[C:6]2[C:11](=[CH:12][CH:13]=1)[NH:10][C:9](=[O:14])[CH:8]=[N:7]2>C(O)C>[Cl:3][C:4]1[CH:5]=[C:6]2[C:11](=[CH:12][CH:13]=1)[NH:10][C:9](=[O:14])[CH2:8][NH:7]2 |f:0.1|. Procedure: Sodium borohydride (5.10 g) is added to a mixture of 6-chloro-1,2-dihydroquinoxalin-2-one (5.60 g), and ethanol (200 ml). The resultant solution is stirred for 2.5 hr at 20°-25°. The material is partitioned between water and ethyl acetate, the phases are separated, the organic phase is dried over magnesium sulfate and concentrated under reduced pressure to give a solid which is recrystallized from ethyl acetate/hexane to give the title compound, mp 171°-174°; IR (mineral oil) 2953, 2925, 1687, 1...